From a dataset of the Open Reaction Database (ORD), a public repository of structured organic reaction records. describe an organic reaction: reactants, conditions, products, and yield Reactants: COC=1C=C(C=C(C1)C)SC[C@H]1[C@@](CC[C@H]2C(CCC[C@]12C)(C)C)(O)C ((1R,2R,4aS,8aS)-1-{[(3-methoxy-5-methylphenyl)sulfanyl]methyl}-2,5,5,8a-tetramethyl-decahydronaphthalen-2-ol), Cl[Sn](Cl)(Cl)Cl (SnCl4), O (Water). The solvent is C(Cl)Cl (CH2Cl2). Reaction conditions: temperature 0 celsius. The product is COC1=C2[C@@]3(CC[C@H]4C(CCC[C@@]4([C@H]3CSC2=CC(=C1)C)C)(C)C)C ((1R,10R,11S,16S)-3-methoxy-1,5,11,15,15-pentamethyl-8-thiatetracyclo[8.8.0.02,7.011,16]octadeca-2,4,6-triene). The yield is 55.0%. RXN SMILES: [CH3:1][O:2][C:3]1[CH:4]=[C:5]([S:10][CH2:11][C@@H:12]2[C@:21]3([CH3:22])[C@H:16]([C:17]([CH3:24])([CH3:23])[CH2:18][CH2:19][CH2:20]3)[CH2:15][CH2:14][C@@:13]2([CH3:26])O)[CH:6]=[C:7]([CH3:9])[CH:8]=1.Cl[Sn](Cl)(Cl)Cl.O>C(Cl)Cl>[CH3:1][O:2][C:3]1[CH:8]=[C:7]([CH3:9])[CH:6]=[C:5]2[C:4]=1[C@@:13]1([CH3:26])[C@H:12]([CH2:11][S:10]2)[C@:21]2([CH3:22])[C@H:16]([C:17]([CH3:24])([CH3:23])[CH2:18][CH2:19][CH2:20]2)[CH2:15][CH2:14]1. Procedure: To a solution of (1R,2R,4aS,8aS)-1-{[(3-methoxy-5-methylphenyl)-sulfanyl]methyl}-2,5,5,8a-tetramethyl-decahydronaphthalen-2-ol (13) (5.70 g, 15.1 mmol) in CH2Cl2 (300 mL) was added dropwise SnCl4 (1 M in CH2Cl2, 60 mL, 60 mmol) at −78° C. over 20 min. After complete addition, the reaction mixture was allowed to warm to 0° C. for 1 h. Water (50 mL) was added at 0° C. The organic layer was separated, dried (Na2SO4), and concentrated. Trituration with EtOAc (60 mL) gave (1R,10R,11S,16S)-3-methoxy-1... Starting materials: C1CCOC1, CO, COC(=O)c1c(OC)cc(OC)nc1C, [Li+], [OH-], O. The product is COc1cc(OC)c(C(=O)O)c(C)n1. RXN SMILES: [CH2:21]1[O:22][CH2:23][CH2:24][CH2:25]1.[CH3:19][OH:20].[CH3:1][O:2][C:3]([c:4]1[c:5]([CH3:14])[n:6][c:7]([O:12][CH3:13])[cH:8][c:9]1[O:10][CH3:11])=[O:15].[Li+:16].[OH-:17].[OH2:18]>>[O:2]=[C:3]([c:4]1[c:5]([CH3:14])[n:6][c:7]([O:12][CH3:13])[cH:8][c:9]1[O:10][CH3:11])[OH:15]. Starting materials: CO, CC(C)S(=O)(=O)Cl, CCN(C(C)C)C(C)C, ClCCl, CC(O)(c1ccc(N2CCN(S(=O)(=O)c3cccs3)CC2CN)cc1)C(F)(F)F, c1ccncc1. Yields the product CC(C)S(=O)(=O)NCC1CN(S(=O)(=O)c2cccs2)CCN1c1ccc(C(C)(O)C(F)(F)F)cc1. Reaction SMILES: [CH3:55][OH:56].[CH:36]([CH3:37])([CH3:38])[S:39](=[O:40])(=[O:41])[Cl:42].[CH:43]([N:44]([CH2:45][CH3:46])[CH:47]([CH3:48])[CH3:49])([CH3:50])[CH3:51].[Cl:52][CH2:53][Cl:54].[NH2:1][CH2:2][CH:3]1[N:4]([c:17]2[cH:18][cH:19][c:20]([C:23]([C:24]([F:25])([F:26])[F:27])([CH3:28])[OH:29])[cH:21][cH:22]2)[CH2:5][CH2:6][N:7]([S:9](=[O:10])(=[O:11])[c:12]2[s:13][cH:14][cH:15][cH:16]2)[CH2:8]1.[cH:30]1[cH:31][cH:32][n:33][cH:34][cH:35]1>>[NH:1]([CH2:2][CH:3]1[N:4]([c:17]2[cH:18][cH:19][c:20]([C:23]([C:24]([F:25])([F:26])[F:27])([CH3:28])[OH:29])[cH:21][cH:22]2)[CH2:5][CH2:6][N:7]([S:9](=[O:10])(=[O:11])[c:12]2[s:13][cH:14][cH:15][cH:16]2)[CH2:8]1)[S:39]([CH:36]([CH3:37])[CH3:38])(=[O:40])=[O:41]. Starting materials: ClC1=NC(=C(C2=CC=CC=C12)O)C(=O)O (1-chloro-4-hydroxy-isoquinoline-3-carboxylic acid), C(C)OC(CNCC(=O)OCC)=O ((ethoxycarbonylmethyl-amino)-acetic acid ethyl ester). Yields the product C(=O)(O)CN(C(=O)C=1N=C(C2=CC=CC=C2C1O)Cl)CC(=O)O ([Carboxymethyl-(1-chloro-4-hydroxy-isoquinoline-3-carbonyl)-amino]-acetic acid). RXN SMILES: [Cl:1][C:2]1[C:11]2[C:6](=[CH:7][CH:8]=[CH:9][CH:10]=2)[C:5]([OH:12])=[C:4]([C:13]([OH:15])=O)[N:3]=1.C([O:18][C:19](=[O:28])[CH2:20][NH:21][CH2:22][C:23]([O:25]CC)=[O:24])C>>[C:19]([CH2:20][N:21]([CH2:22][C:23]([OH:25])=[O:24])[C:13]([C:4]1[N:3]=[C:2]([Cl:1])[C:11]2[C:6]([C:5]=1[OH:12])=[CH:7][CH:8]=[CH:9][CH:10]=2)=[O:15])([OH:28])=[O:18]. Reported procedure: Prepared from 1-chloro-4-hydroxy-isoquinoline-3-carboxylic acid and (ethoxycarbonylmethyl-amino)-acetic acid ethyl ester analogously to Example D-49: MS-(+)-ion: 339.0 amu. Product: CSC=1C=C(C2=C(C3=CN(N=C3CC2)C2=CC=CC=C2)C1C(=O)OC)C1=CC=CC=C1 (methyl 8-(methylthio)-2,6-diphenyl-4,5-dihydro-2H-benzo[e]indazole-9-carboxylate). Reactants: ice water, CSC1=C(C(OC(=C1)C1=CC=CC=C1)=O)C(=O)OC (methyl 4-(methylthio)-2-oxo-6-phenyl-2H-pyran-3-carboxylate), C1(=CC=CC=C1)N1N=C2CCCC(C2=C1)=O (2-phenyl-6,7-dihydro-2H-indazol-4(5H)-one), [OH-].[K+] (KOH), Cl (HCl). Reaction conditions: temperature 25 celsius, time 7 hour. Yield: 54.9%. As a reaction SMILES: [CH3:1][S:2][C:3]1[CH:8]=[C:7]([C:9]2[CH:14]=[CH:13][CH:12]=[CH:11][CH:10]=2)O[C:5](=O)[C:4]=1[C:16]([O:18][CH3:19])=[O:17].[C:20]1([N:26]2[CH:34]=[C:33]3[C:28]([CH2:29][CH2:30][CH2:31]C3=O)=[N:27]2)[CH:25]=[CH:24][CH:23]=[CH:22][CH:21]=1.[OH-].[K+].Cl>CN(C=O)C>[CH3:1][S:2][C:3]1[CH:8]=[C:7]([C:9]2[CH:14]=[CH:13][CH:12]=[CH:11][CH:10]=2)[C:31]2[CH2:30][CH2:29][C:28]3[C:33](=[CH:34][N:26]([C:20]4[CH:25]=[CH:24][CH:23]=[CH:22][CH:21]=4)[N:27]=3)[C:5]=2[C:4]=1[C:16]([O:18][CH3:19])=[O:17] |f:2.3|. Procedure details: A mixture of methyl 4-(methylthio)-2-oxo-6-phenyl-2H-pyran-3-carboxylate (276 mg, 1 mmol), 2-phenyl-6,7-dihydro-2H-indazol-4(5H)-one (212 mg, 1 mmol) and powdered KOH (84 mg, 1.5 mmol) in dry DMF (5 mL) was stirred at 25° C. for 7 hr. At the end the reaction mixture was poured into ice water with vigorous stirring and finally neutralized with dilute HCl. The solid thus obtained was filtered and purified on a neutral alumina column using 15% chloroform in hexane as eluent to yield 234 mg (55%) of... Solvent: CN(C)C=O (DMF). Yields the product O=C1CCC(c2ccc(F)cc2)O1. Reaction SMILES: [BH4-:1].[ClH:19].[F:5][c:6]1[cH:7][cH:8][c:9]([C:10](=[O:11])[CH2:12][CH2:13][C:14](=[O:15])[OH:16])[cH:17][cH:18]1.[Na+:2].[Na+:4].[OH-:3]>>[F:5][c:6]1[cH:7][cH:8][c:9]([CH:10]2[CH2:12][CH2:13][C:14](=[O:16])[O:15]2)[cH:17][cH:18]1. Starting materials: [BH4-], Cl, O=C(O)CCC(=O)c1ccc(F)cc1, [Na+], [Na+], [OH-].